From a dataset of the Open Reaction Database (ORD), a public repository of structured organic reaction records. describe an organic reaction: reactants, conditions, products, and yield Reactants: mercuric trifluroacetate, C1CCOC1 (THF), [BH4-].[Na+] (NaBH4), FC=1C=CC=2N(C1)C(=C(N2)C2=CC=C(C=C2)F)CC2=NC=NN2C=C (6-fluoro-2-(4-fluorophenyl)-3-((1-vinyl-1H-1,2,4-triazol-5-yl)methyl)imidazo[1,2-a]pyridine). As a reaction SMILES: C1COCC1.[F:6][C:7]1[CH:8]=[CH:9][C:10]2[N:11]([C:13]([CH2:23][C:24]3[N:28](C=C)[N:27]=[CH:26][N:25]=3)=[C:14]([C:16]3[CH:21]=[CH:20][C:19]([F:22])=[CH:18][CH:17]=3)[N:15]=2)[CH:12]=1.[BH4-].[Na+]>O.[OH-].[Na+].[Hg]>[NH:28]1[C:24]([CH2:23][C:13]2[N:11]3[CH:12]=[C:7]([F:6])[CH:8]=[CH:9][C:10]3=[N:15][C:14]=2[C:16]2[CH:21]=[CH:20][C:19]([F:22])=[CH:18][CH:17]=2)=[N:25][CH:26]=[N:27]1 |f:2.3,5.6|. Run at time 12 hour. Yields the product N1N=CN=C1CC1=C(N=C2N1C=C(C=C2)F)C2=CC=C(C=C2)F (3-((1H-1,2,4-triazol-5-yl)methyl)-6-fluoro-2-(4-fluorophenyl)imidazo[1,2-a]pyridine). Solvent: [OH-].[Na+] (NaOH), O (water), [OH-].[Na+] (NaOH). Reagents/catalysts: [Hg] (mercury). The yield is 30.0%. Procedure details: To a solution of mercuric trifluroacetate (128 mg, 0.30 mmol) in 0.3 mL of water was added 0.3 mL of THF. The yellow suspension thus formed was mled to 0° C., and 6-fluoro-2-(4-fluorophenyl)-3-((1-vinyl-1H-1,2,4-triazol-5-yl)methyl)imidazo[1,2-a]pyridine (101 mg, 0.30 mmol) was added portion wise. After the addition was over, the reaction mixture was allowed to warm to room temperature and stirred for 12 h. After cooling to 0° C., 0.3 mL of 3 N NaOH followed by 0.3 mL of 0.5 M NaBH4 in 3 N NaOH ... Reactants: II (Iodine), C(C)(C)(C)C1=C(C=C(C=C1)OC)F (1-tert-butyl-2-fluoro-4-methoxybenzene). Reagents/catalysts: S(=O)(=O)([O-])[O-].[Ag+2] (silver sulfate). Solvent: CCO (EtOH). Run at time 4 hour. Product: C(C)(C)(C)C1=C(C=C(C(=C1)I)OC)F (1-tert-butyl-2-fluoro-5-iodo-4-methoxybenzene). Reaction SMILES: [I:1]I.[C:3]([C:7]1[CH:12]=[CH:11][C:10]([O:13][CH3:14])=[CH:9][C:8]=1[F:15])([CH3:6])([CH3:5])[CH3:4]>CCO.S([O-])([O-])(=O)=O.[Ag+2]>[C:3]([C:7]1[CH:12]=[C:11]([I:1])[C:10]([O:13][CH3:14])=[CH:9][C:8]=1[F:15])([CH3:6])([CH3:4])[CH3:5] |f:3.4|. Procedure details: Iodine (1.24 g, 4.90 mmol) and silver sulfate (1.53 g, 4.90 mmol) were added successively to a stirred solution of 1-tert-butyl-2-fluoro-4-methoxybenzene and 3-fluororanisole (0.755 g, 4.90 mmol) in EtOH (38.3 mL) at room temperature under N2. The mixture was stirred at room temperature for 4 h, then filtered through a plug of Celite. The mixture was partitioned between 50% saturated Na2SO3 and Et2O. The aqueous layer was separated and extracted with Et2O (×2). The combined organic extracts were...